Dataset: the Open Reaction Database (ORD), a public repository of structured organic reaction records. Task: describe an organic reaction: reactants, conditions, products, and yield Starting materials: OCCCN(C(OC(C)(C)C)=O)C (tert-butyl N-(3-hydroxypropyl)-N-methylcarbamate), C1(=CC=CC=C1)P(C1=CC=CC=C1)C1=CC=CC=C1 (triphenylphosphine), S(=O)(O)[O-].[Na+] (sodium hydrogen sulphite), N1C=NC=C1 (imidazole), II (iodine). Run in ClCCl (dichloromethane), ClCCl (dichloromethane). Conditions: time 1 hour. Yields the product ICCCN(C(OC(C)(C)C)=O)C (tert-butyl N-(3-iodopropyl)-N-methylcarbamate). The yield is 84.6%. As a reaction SMILES: C1(P(C2C=CC=CC=2)C2C=CC=CC=2)C=CC=CC=1.N1C=CN=C1.[I:25]I.O[CH2:28][CH2:29][CH2:30][N:31]([CH3:39])[C:32](=[O:38])[O:33][C:34]([CH3:37])([CH3:36])[CH3:35].S([O-])(O)=O.[Na+]>ClCCl>[I:25][CH2:28][CH2:29][CH2:30][N:31]([CH3:39])[C:32](=[O:38])[O:33][C:34]([CH3:37])([CH3:36])[CH3:35] |f:4.5|. Reported procedure: Dry dichloromethane (40 ml), triphenylphosphine (3.28 g), imidazole (1.05 g) and iodine (3.85 g) were combined in that order. A solution of tert-butyl N-(3-hydroxypropyl)-N-methylcarbamate (1.90 g, J. Org. Chem., 1988, 53(10), 2229) in dichloromethane (10 ml) was added and the resulting reaction mixture stirred at room temperature for 1 hour. An aqueous solution of sodium hydrogen sulphite (6 g in 100 ml of water) was then added and the organic layer separated. The latter was dried over anhydrou... Starting materials: NC1=CC=C(C=C1)N1CC(CCC1)C(=O)N1CCN(CC1)C ([1-(4-Amino-phenyl)-piperidin-3-yl]-(4-methyl-piperazin-1-yl)-methanone), CN1CCN(CC1)C(=O)C1CN(CCC1)C1=CC=C(C=C1)[N+](=O)[O-] ((4-Methyl-piperazin-1-yl)-[1-(4-nitro-phenyl)-piperidin-3-yl]-methanone). The product is NC1=CC=C(C=C1)N1CCC(CC1)C(=O)N1CCN(CC1)C ([1-(4-Amino-phenyl)-piperidin-4-yl]-(4-methyl-piperazin-1-yl)-methanone). RXN SMILES: [NH2:1][C:2]1[CH:7]=[CH:6][C:5]([N:8]2[CH2:13][CH2:12][CH2:11][CH:10](C(N3CCN(C)CC3)=O)[CH2:9]2)=[CH:4][CH:3]=1.[CH3:23][N:24]1[CH2:29][CH2:28][N:27]([C:30](C2CCCN(C3C=CC([N+]([O-])=O)=CC=3)C2)=[O:31])[CH2:26][CH2:25]1>>[NH2:1][C:2]1[CH:3]=[CH:4][C:5]([N:8]2[CH2:9][CH2:10][CH:11]([C:30]([N:27]3[CH2:28][CH2:29][N:24]([CH3:23])[CH2:25][CH2:26]3)=[O:31])[CH2:12][CH2:13]2)=[CH:6][CH:7]=1. Reported procedure: [1-(4-Amino-phenyl)-piperidin-4-yl]-(4-methyl-piperazin-1-yl)-methanone was prepared in a similar manner as [1-(4-Amino-phenyl)-piperidin-3-yl]-(4-methyl-piperazin-1-yl)-methanone of Example 443b after substituting (4-Methyl-piperazin-1-yl)-[1-(4-nitro-phenyl)-piperidin-4-yl]-methanone for (4-Methyl-piperazin-1-yl)-[1-(4-nitro-phenyl)-piperidin-3-yl]-methanone (250 mg, 98%). LC/MS (E/I+) 303.19 (M+H). Reactants: [Al+3], C1CCOC1, CCN(C(C)C)C(C)C, ClCCl, FC(F)(F)c1ccc(OCC2CCCNC2)cc1, [H-], [H-], [H-], [H-], [Li+], O, O=C(O)Cc1c[nH]c2ccccc12. Yields the product FC(F)(F)c1ccc(OCC2CCCN(CCc3c[nH]c4ccccc34)C2)cc1. Reaction SMILES: [Al+3:42].[CH2:51]1[O:52][CH2:53][CH2:54][CH2:55]1.[CH:32]([N:33]([CH:34]([CH3:35])[CH3:36])[CH2:37][CH3:38])([CH3:39])[CH3:40].[Cl:47][CH2:48][Cl:49].[F:1][C:2]([c:3]1[cH:4][cH:5][c:6]([O:7][CH2:8][CH:9]2[CH2:10][NH:11][CH2:12][CH2:13][CH2:14]2)[cH:15][cH:16]1)([F:17])[F:18].[H-:41].[H-:44].[H-:45].[H-:46].[Li+:43].[OH2:50].[nH:19]1[cH:20][c:21]([CH2:28][C:29]([OH:30])=[O:31])[c:22]2[cH:23][cH:24][cH:25][cH:26][c:27]12>>[F:1][C:2]([c:3]1[cH:4][cH:5][c:6]([O:7][CH2:8][CH:9]2[CH2:10][N:11]([CH2:29][CH2:28][c:21]3[cH:20][nH:19][c:27]4[c:22]3[cH:23][cH:24][cH:25][cH:26]4)[CH2:12][CH2:13][CH2:14]2)[cH:15][cH:16]1)([F:17])[F:18]. The reactants are CC(=O)O, Cl, CN(CC(O)c1ccc(F)cc1)S(=O)(=O)c1csc2c1CCCC2=O, CN(C)C(=O)ON. Yields the product CN(C)C(=O)ON=C1CCCc2c(S(=O)(=O)N(C)CC(O)c3ccc(F)cc3)csc21. RXN SMILES: [CH3:34][C:35](=[O:36])[OH:37].[ClH:26].[F:1][c:2]1[cH:3][cH:4][c:5]([CH:8]([CH2:9][N:10]([S:11](=[O:12])(=[O:13])[c:14]2[c:15]3[c:16]([s:17][cH:18]2)[C:19](=[O:23])[CH2:20][CH2:21][CH2:22]3)[CH3:24])[OH:25])[cH:6][cH:7]1.[NH2:27][O:28][C:29](=[O:30])[N:31]([CH3:32])[CH3:33]>>[F:1][c:2]1[cH:3][cH:4][c:5]([CH:8]([CH2:9][N:10]([S:11](=[O:12])(=[O:13])[c:14]2[c:15]3[c:16]([s:17][cH:18]2)[C:19](=[N:27][O:28][C:29](=[O:30])[N:31]([CH3:32])[CH3:33])[CH2:20][CH2:21][CH2:22]3)[CH3:24])[OH:25])[cH:6][cH:7]1. Reactants: CCN(C(C)C)C(C)C, CC(C)O, COc1cccc2c(Cl)nc(Cl)nc12, Nc1ccccc1. Product: COc1cccc2c(Nc3ccccc3)nc(Cl)nc12. Reaction SMILES: [CH:15]([N:16]([CH2:17][CH3:18])[CH:19]([CH3:20])[CH3:21])([CH3:22])[CH3:23].[CH:31]([OH:32])([CH3:33])[CH3:34].[Cl:1][c:2]1[n:3][c:4]2[c:5]([O:13][CH3:14])[cH:6][cH:7][cH:8][c:9]2[c:10]([Cl:12])[n:11]1.[NH2:24][c:25]1[cH:26][cH:27][cH:28][cH:29][cH:30]1>>[Cl:1][c:2]1[n:3][c:4]2[c:5]([O:13][CH3:14])[cH:6][cH:7][cH:8][c:9]2[c:10]([NH:24][c:25]2[cH:26][cH:27][cH:28][cH:29][cH:30]2)[n:11]1. Starting materials: C(C1=CC=CC=C1)OC1=CC=C(C=C1)NC1=C(C(=O)O)C=C(C=C1)OC (2-(4-benzyloxyphenylamino)-5-methoxybenzoic acid), C(=O)(Cl)Cl (phosgene), ( b ). Product: C(C1=CC=CC=C1)OC1=CC=C(C=C1)N1C=2C(C(=O)OC1=O)=CC(=CC2)OC (N-(4-Benzyloxyphenyl)-5-methoxyisatoic anhydride). The yield is 79.0%. Reaction SMILES: [CH2:1]([O:8][C:9]1[CH:14]=[CH:13][C:12]([NH:15][C:16]2[CH:24]=[CH:23][C:22]([O:25][CH3:26])=[CH:21][C:17]=2[C:18]([OH:20])=[O:19])=[CH:11][CH:10]=1)[C:2]1[CH:7]=[CH:6][CH:5]=[CH:4][CH:3]=1.[C:27](Cl)(Cl)=[O:28]>>[CH2:1]([O:8][C:9]1[CH:10]=[CH:11][C:12]([N:15]2[C:27](=[O:28])[O:20][C:18](=[O:19])[C:17]3=[CH:21][C:22]([O:25][CH3:26])=[CH:23][CH:24]=[C:16]23)=[CH:13][CH:14]=1)[C:2]1[CH:3]=[CH:4][CH:5]=[CH:6][CH:7]=1. Reported procedure: N-(4-Benzyloxyphenyl)-5-methoxyisatoic anhydride [VIII; R=5-CH3O, R"=H, OR°=4-OCH2C6H5 ] was prepared from 2-(4-benzyloxyphenylamino)-5-methoxybenzoic acid and phosgene according to the procedure of Example 1, part (b), and was obtained in 79% yield as a colorless solid used directly in the next reaction. Reactants: N#Cc1ccc(Cn2cncc2C=O)cc1F, CC(=O)O, CO, Cl, NCc1ccccc1-c1cccc(O)c1. Yields the product N#Cc1ccc(Cn2cncc2CNCc2ccccc2-c2cccc(O)c2)cc1F. As a reaction SMILES: [C:17](#[N:18])[c:19]1[c:20]([F:33])[cH:21][c:22]([CH2:23][n:24]2[cH:25][n:26][cH:27][c:28]2[CH:29]=[O:30])[cH:31][cH:32]1.[C:34]([OH:35])(=[O:36])[CH3:37].[CH3:38][OH:39].[ClH:1].[NH2:2][CH2:3][c:4]1[c:5](-[c:10]2[cH:11][c:12]([OH:16])[cH:13][cH:14][cH:15]2)[cH:6][cH:7][cH:8][cH:9]1>>[NH:2]([CH2:3][c:4]1[c:5](-[c:10]2[cH:11][c:12]([OH:16])[cH:13][cH:14][cH:15]2)[cH:6][cH:7][cH:8][cH:9]1)[CH2:29][c:28]1[n:24]([CH2:23][c:22]2[cH:21][c:20]([F:33])[c:19]([C:17]#[N:18])[cH:32][cH:31]2)[cH:25][n:26][cH:27]1. Reactants: CS(=O)(=O)OCCC=1OC2=C(C1)C=C(C=C2)C2=CC=C(C=C2)C#N (2-[5-(4-cyanophenyl)-1-benzofuran-2-yl]ethyl methanesulfonate), CN([C@H]1CNCC1)C (3-(R)-(dimethylamino)pyrrolidine). Procedure: The product from Example 1C and 3-(R)-(dimethylamino)pyrrolidine were processed as described in Example 1D to provide the titled compound. MS (DCI) m/z 360 (M+H)+; Reaction SMILES: CS(O[CH2:6][CH2:7][C:8]1[O:9][C:10]2[CH:16]=[CH:15][C:14]([C:17]3[CH:22]=[CH:21][C:20]([C:23]#[N:24])=[CH:19][CH:18]=3)=[CH:13][C:11]=2[CH:12]=1)(=O)=O.[CH3:25][N:26]([CH3:32])[C@@H:27]1[CH2:31][CH2:30][NH:29][CH2:28]1>>[CH3:25][N:26]([CH3:32])[C@@H:27]1[CH2:31][CH2:30][N:29]([CH2:6][CH2:7][C:8]2[O:9][C:10]3[CH:16]=[CH:15][C:14]([C:17]4[CH:22]=[CH:21][C:20]([C:23]#[N:24])=[CH:19][CH:18]=4)=[CH:13][C:11]=3[CH:12]=2)[CH2:28]1. The product is CN([C@H]1CN(CC1)CCC=1OC2=C(C1)C=C(C=C2)C2=CC=C(C#N)C=C2)C (4-(2-{2-[(3R)-3-(dimethylamino)pyrrolidinyl]ethyl}-1-benzofuran-5-yl)benzonitrile). The reactants are B(Br)(Br)Br (BBr3), C12(CC3CC(CC(C1)C3)C2)C=2C(=CC(=C(C(=O)NCC3=CC(=CC(=C3)OC)OC)C2)O)O (5-Adamantan-1-yl-N-(3,5-dimethoxybenzyl)-2,4-dihydroxybenzamide), CO (methanol). Run in ClCCl (dichloromethane). Conditions: time 2 hour. Product: C12(CC3CC(CC(C1)C3)C2)C=2C(=CC(=C(C(=O)NCC3=CC(=CC(=C3)OC)O)C2)O)O (5-adamantan-1-yl-2,4-dihydroxy-N-(3-hydroxy-5-methoxybenzyl)benzamide). Yield: 17.2%. Reaction SMILES: [C:1]12([C:11]3[C:12]([OH:32])=[CH:13][C:14]([OH:31])=[C:15]([CH:30]=3)[C:16]([NH:18][CH2:19][C:20]3[CH:25]=[C:24]([O:26][CH3:27])[CH:23]=[C:22]([O:28]C)[CH:21]=3)=[O:17])[CH2:10][CH:5]3[CH2:6][CH:7]([CH2:9][CH:3]([CH2:4]3)[CH2:2]1)[CH2:8]2.B(Br)(Br)Br.CO>ClCCl>[C:1]12([C:11]3[C:12]([OH:32])=[CH:13][C:14]([OH:31])=[C:15]([CH:30]=3)[C:16]([NH:18][CH2:19][C:20]3[CH:25]=[C:24]([O:26][CH3:27])[CH:23]=[C:22]([OH:28])[CH:21]=3)=[O:17])[CH2:8][CH:7]3[CH2:9][CH:3]([CH2:4][CH:5]([CH2:6]3)[CH2:10]1)[CH2:2]2. Procedure: 5-Adamantan-1-yl-N-(3,5-dimethoxybenzyl)-2,4-dihydroxybenzamide (0.27 g) is dissolved in dichloromethane (3 mL). After adding BBr3 (1.7 mL in CH2Cl2 1.0 M solution, 3 eq.) and stirring at room temperature for 2 hours, methanol (5 mL) is added and extraction is carried out using water and dichloromethane. The organic layer is dried with anhydrous magnesium sulfate, filtered, concentrated under reduced pressure and separated by column chromatography to obtain 0.045 g of the target compound as whit... Starting materials: C(N)(OC(C)(C)C)=O (tert-butyl carbamate), ClC1=NC=CC(=N1)OC1=CC=C(C2=CC=CC=C12)NC(OC(C)(C)C)=O (tert-butyl 4-(2-chloropyrimidin-4-yloxy)naphthalen-1-ylcarbamate), C(=O)([O-])[O-].[Cs+].[Cs+] (Cs2CO3), CC1(C2=C(C(=CC=C2)P(C3=CC=CC=C3)C4=CC=CC=C4)OC5=C(C=CC=C51)P(C6=CC=CC=C6)C7=CC=CC=C7)C (Xanthphos). The reagents and catalysts are C=1C=CC(=CC1)/C=C/C(=O)/C=C/C2=CC=CC=C2.C=1C=CC(=CC1)/C=C/C(=O)/C=C/C2=CC=CC=C2.C=1C=CC(=CC1)/C=C/C(=O)/C=C/C2=CC=CC=C2.[Pd].[Pd] (Pd2dba3). The solvent is C1CCOC1 (THF). Reaction conditions: temperature 75 celsius. Product: C(C)(C)(C)OC(=O)NC1=CC=C(C2=CC=CC=C12)OC1=NC(=NC=C1)NC(OC(C)(C)C)=O (tert-Butyl 4-(4-(tert-butoxycarbonylamino)naphthalen-1-yloxy)pyrimidin-2-ylcarbamate). The yield is 56.1%. Reaction SMILES: [C:1](=[O:8])([O:3][C:4]([CH3:7])([CH3:6])[CH3:5])[NH2:2].Cl[C:10]1[N:15]=[C:14]([O:16][C:17]2[C:26]3[C:21](=[CH:22][CH:23]=[CH:24][CH:25]=3)[C:20]([NH:27][C:28](=[O:34])[O:29][C:30]([CH3:33])([CH3:32])[CH3:31])=[CH:19][CH:18]=2)[CH:13]=[CH:12][N:11]=1.C([O-])([O-])=O.[Cs+].[Cs+].CC1(C)C2C(=C(P(C3C=CC=CC=3)C3C=CC=CC=3)C=CC=2)OC2C(P(C3C=CC=CC=3)C3C=CC=CC=3)=CC=CC1=2>C1COCC1.C1C=CC(/C=C/C(/C=C/C2C=CC=CC=2)=O)=CC=1.C1C=CC(/C=C/C(/C=C/C2C=CC=CC=2)=O)=CC=1.C1C=CC(/C=C/C(/C=C/C2C=CC=CC=2)=O)=CC=1.[Pd].[Pd]>[C:30]([O:29][C:28]([NH:27][C:20]1[C:21]2[C:26](=[CH:25][CH:24]=[CH:23][CH:22]=2)[C:17]([O:16][C:14]2[CH:13]=[CH:12][N:11]=[C:10]([NH:2][C:1](=[O:8])[O:3][C:4]([CH3:7])([CH3:6])[CH3:5])[N:15]=2)=[CH:18][CH:19]=1)=[O:34])([CH3:33])([CH3:32])[CH3:31] |f:2.3.4,7.8.9.10.11|. Procedure: To a degassed suspension of tert-butyl carbamate (1.89 g, 16.1 mmol), tert-butyl 4-(2-chloropyrimidin-4-yloxy)naphthalen-1-ylcarbamate (2.00 g, 5.38 mmol), Cs2CO3 (4.38 g, 13.45 mmol) and Xanthphos (0.249 g, 0.430 mmol) in THF (50 mL) was added Pd2dba3 (197 mg, 0.215 mmol) and the reaction mixture was heated at 75° C. for 16 hr. The reaction mixture was cooled to RT and was partitioned between EtOAc (40 mL) and water (40 mL). The aq layer was separated and extracted with EtOAc (40 mL) and the co...